This data is from the Open Reaction Database (ORD), a public repository of structured organic reaction records. The task is: describe an organic reaction: reactants, conditions, products, and yield The reactants are N1(CCOCC1)CC=1C=C2N3C(NC=4C(C3=NC2=CC1)=NNC4)=O (7-Morpholin-4-ylmethyl-2,4-dihydro-1,2,4,5a,10-pentaaza-cyclopenta[a]fluoren-5-one), [Cl-].[Na+] (sodium chloride), C1(CC1)N (Cyclopropylamine). Run in CN1C(CCC1)=O (1-methyl-2-pyrrolidinone), CN1C(CCC1)=O (1-methyl-2-pyrrolidinone). Reaction conditions: temperature 100 celsius. Yields the product C1(CC1)NC(=O)NC=1C(=NNC1)C1=NC2=C(N1)C=CC(=C2)CN2CCOCC2 (1-cyclopropyl-3-[3-(5-morpholin-4-ylmethyl-1H-benzoimidazol-2-yl)-1H-pyrazol-4-yl]-urea). Reaction SMILES: [N:1]1([CH2:7][C:8]2[CH:9]=[C:10]3[C:18](=[CH:19][CH:20]=2)[N:17]=[C:16]2[N:11]3[C:12](=[O:24])[NH:13][C:14]3[C:15]2=[N:21][NH:22][CH:23]=3)[CH2:6][CH2:5][O:4][CH2:3][CH2:2]1.[CH:25]1([NH2:28])[CH2:27][CH2:26]1.[Cl-].[Na+]>CN1CCCC1=O>[CH:25]1([NH:28][C:12]([NH:13][C:14]2[C:15]([C:16]3[NH:17][C:18]4[CH:19]=[CH:20][C:8]([CH2:7][N:1]5[CH2:2][CH2:3][O:4][CH2:5][CH2:6]5)=[CH:9][C:10]=4[N:11]=3)=[N:21][NH:22][CH:23]=2)=[O:24])[CH2:27][CH2:26]1 |f:2.3|. Procedure: 7-Morpholin-4-ylmethyl-2,4-dihydro-1,2,4,5a,10-pentaaza-cyclopenta[a]fluoren-5-one (1.0 wt, prepared as outlined above in Example 66A) and 1-methyl-2-pyrrolidinone (3.0 vol) are charged to a suitably sized flange flask equipped with a mechanical stirrer, condenser and thermometer. Cyclopropylamine (0.351 wt) is added at 15 to 30° C. under nitrogen. The contents are then heated to 95 to 105° C. and stirred at this temperature until the reaction is judged complete by 1H NMR analysis. Once complete...